From a dataset of the Open Reaction Database (ORD), a public repository of structured organic reaction records. describe an organic reaction: reactants, conditions, products, and yield Starting materials: C(#N)[BH3-].[Na+] (sodium cyanoborohydride), NC[C@H](O)C=1C=CC(=C(C1)NS(=O)(=O)C)O (N-[5-(2-amino-1-{R}-hydroxyethyl)-2-hydroxyphenyl]-methanesulfonamide), C(C1=CC=CC=C1)OC([C@H](CC(=O)OCC1=CC=CC=C1)NC(C1=CC=C(C=C1)N1CCC(CC1)C=O)=O)=O ((2S)-2-{[4-(4-(formyl)piperidin-1-yl)benzoyl]amino}butanedioic acid dibenzyl ester), C(C)(=O)O (acetic acid), 4A. Run in CO (methanol). Conditions: time 8 hour. Product: C(C1=CC=CC=C1)OC([C@H](CC(=O)OCC1=CC=CC=C1)NC(C1=CC=C(C=C1)N1CCC(CC1)CNC[C@@H](C1=CC(=C(C=C1)O)NS(=O)(=O)C)O)=O)=O ((2S)-2-{[4-(4-{[((2R)-2-Hydroxy-2-{4-hydroxy-3-[(methylsulfonyl)amino]-phenyl}ethyl)amino]methyl}piperidin-1-yl)benzoyl]amino}butanedioic Acid Dibenzyl Ester). Yield: 24.4%. Reaction SMILES: [NH2:1][CH2:2][C@@H:3]([C:5]1[CH:6]=[CH:7][C:8]([OH:16])=[C:9]([NH:11][S:12]([CH3:15])(=[O:14])=[O:13])[CH:10]=1)[OH:4].[CH2:17]([O:24][C:25](=[O:55])[C@@H:26]([NH:38][C:39](=[O:54])[C:40]1[CH:45]=[CH:44][C:43]([N:46]2[CH2:51][CH2:50][CH:49]([CH:52]=O)[CH2:48][CH2:47]2)=[CH:42][CH:41]=1)[CH2:27][C:28]([O:30][CH2:31][C:32]1[CH:37]=[CH:36][CH:35]=[CH:34][CH:33]=1)=[O:29])[C:18]1[CH:23]=[CH:22][CH:21]=[CH:20][CH:19]=1.C(O)(=O)C.C([BH3-])#N.[Na+]>CO>[CH2:17]([O:24][C:25](=[O:55])[C@@H:26]([NH:38][C:39](=[O:54])[C:40]1[CH:45]=[CH:44][C:43]([N:46]2[CH2:51][CH2:50][CH:49]([CH2:52][NH:1][CH2:2][C@H:3]([OH:4])[C:5]3[CH:6]=[CH:7][C:8]([OH:16])=[C:9]([NH:11][S:12]([CH3:15])(=[O:14])=[O:13])[CH:10]=3)[CH2:48][CH2:47]2)=[CH:42][CH:41]=1)[CH2:27][C:28]([O:30][CH2:31][C:32]1[CH:37]=[CH:36][CH:35]=[CH:34][CH:33]=1)=[O:29])[C:18]1[CH:23]=[CH:22][CH:21]=[CH:20][CH:19]=1 |f:3.4|. Procedure details: A solution of N-[5-(2-amino-1-{R}-hydroxyethyl)-2-hydroxyphenyl]-methanesulfonamide (0.0.093 g, 0.4 mmol), (2S)-2-{[4-(4-(formyl)piperidin-1-yl)benzoyl]amino}butanedioic acid dibenzyl ester (0.4 mmol) and glacial acetic acid (0.022 g, 0.4 mmol) in 5 mL methanol was stirred for 1 hour over 4A molecular sieves. In one portion sodium cyanoborohydride (0.025 g, 0.4 mmol) was added and the mixture stirred overnight at ambient temperature. The sieves were filtered and the filtrate was preabsorbed on s...